describe an organic reaction: reactants, conditions, products, and yield From a dataset of the Open Reaction Database (ORD), a public repository of structured organic reaction records. Starting materials: C(C)(=O)OI1(OC(C2=C1C=CC=C2)=O)(OC(C)=O)OC(C)=O (1,1,1-triacetoxy-1lambda5,2-benziodoxol-3(1H)-one), FC1=C(COC=2C=3N(C=CC2)C(=C(N3)C)C(=O)NCCO)C(=CC=C1)F (8-[(2,6-difluorobenzyl)oxy]-N-(2-hydroxyethyl)-2-methylimidazo-[1,2-a]pyridine-3-carboxamide). Solvent: ClCCl (dichloromethane), C(C)(=O)OCC (ethyl acetate), ClCCl (dichloromethane). Conditions: time 8 hour. Product: FC1=C(COC=2C=3N(C=CC2)C(=C(N3)C)C(=O)NCC=O)C(=CC=C1)F (8-[(2,6-Difluorobenzyl)oxy]-2-methyl-N-(2-oxoethyl)imidazo[1,2-a]pyridine-3-carboxamide). As a reaction SMILES: C(OI1(OC(=O)C)(OC(=O)C)C2C=CC=CC=2C(=O)O1)(=O)C.[F:23][C:24]1[CH:47]=[CH:46][CH:45]=[C:44]([F:48])[C:25]=1[CH2:26][O:27][C:28]1[C:29]2[N:30]([C:34]([C:38]([NH:40][CH2:41][CH2:42][OH:43])=[O:39])=[C:35]([CH3:37])[N:36]=2)[CH:31]=[CH:32][CH:33]=1>ClCCl.C(OCC)(=O)C>[F:23][C:24]1[CH:47]=[CH:46][CH:45]=[C:44]([F:48])[C:25]=1[CH2:26][O:27][C:28]1[C:29]2[N:30]([C:34]([C:38]([NH:40][CH2:41][CH:42]=[O:43])=[O:39])=[C:35]([CH3:37])[N:36]=2)[CH:31]=[CH:32][CH:33]=1. Reported procedure: Under argon, 1.65 g 1,1,1-triacetoxy-1lambda5,2-benziodoxol-3(1H)-one (Dess-Martin periodinane, 3.9 mmol, 1.5 equivalents) were initially charged in 20 ml of dichloromethane. At −25° C., a solution of 1 g of 8-[(2,6-difluorobenzyl)oxy]-N-(2-hydroxyethyl)-2-methylimidazo-[1,2-a]pyridine-3-carboxamide (Example 175A, 2.6 mmol, 1 equivalent) in 32 ml of dichloromethane was slowly added dropwise. The reaction mixture was stirred overnight, warming to RT. The reaction solution was then diluted with ab... The reactants are IC=1N=C2N(CCOC3=C2C=C(C=C3)C(=O)OC)C1 (methyl 2-iodo-5,6-dihydrobenzo[f]imidazo[1,2-d][1,4]oxazepine-10-carboxylate), C(C)(C)N1N=CC=C1B1OC(C(O1)(C)C)(C)C (1-isopropyl-5-(4,4,5,5-tetramethyl-1,3,2-dioxaborolan-2-yl)-1H-pyrazole), ClCCl (dichloromethane), C(C)(=O)[O-].[K+] (Potassium acetate), C(C)#N (Acetonitrile). The reagents and catalysts are C1=CC=C(C=C1)P([C-]2C=CC=C2)C3=CC=CC=C3.C1=CC=C(C=C1)P([C-]2C=CC=C2)C3=CC=CC=C3.Cl[Pd]Cl.[Fe+2] ([1,1′-Bis(diphenylphosphino)ferrocene]dichloropalladium(II)). Run in O (water). The product is C(C)(C)N1N=CC=C1C=1N=C2N(CCOC3=C2C=C(C=C3)C(=O)OC)C1 (Methyl 2-(1-isopropyl-1H-pyrazol-5-yl)-5,6-dihydrobenzo[f]imidazo[1,2-d][1,4]oxazepine-10-carboxylate). Reaction SMILES: I[C:2]1[N:3]=[C:4]2[C:10]3[CH:11]=[C:12]([C:15]([O:17][CH3:18])=[O:16])[CH:13]=[CH:14][C:9]=3[O:8][CH2:7][CH2:6][N:5]2[CH:19]=1.[CH:20]([N:23]1[C:27](B2OC(C)(C)C(C)(C)O2)=[CH:26][CH:25]=[N:24]1)([CH3:22])[CH3:21].ClCCl.C([O-])(=O)C.[K+].C(#N)C>O.C1C=CC(P(C2C=CC=CC=2)[C-]2C=CC=C2)=CC=1.C1C=CC(P(C2C=CC=CC=2)[C-]2C=CC=C2)=CC=1.Cl[Pd]Cl.[Fe+2]>[CH:20]([N:23]1[C:27]([C:2]2[N:3]=[C:4]3[C:10]4[CH:11]=[C:12]([C:15]([O:17][CH3:18])=[O:16])[CH:13]=[CH:14][C:9]=4[O:8][CH2:7][CH2:6][N:5]3[CH:19]=2)=[CH:26][CH:25]=[N:24]1)([CH3:22])[CH3:21] |f:3.4,7.8.9.10|. Procedure details: A mixture of methyl 2-iodo-5,6-dihydrobenzo[f]imidazo[1,2-d][1,4]oxazepine-10-carboxylate (370.1 mg, 1.000 mmol), 1-isopropyl-5-(4,4,5,5-tetramethyl-1,3,2-dioxaborolan-2-yl)-1H-pyrazole (354 mg, 1.50 mmol), [1,1′-Bis(diphenylphosphino)ferrocene]dichloropalladium(II), complex with dichloromethane (1:1) (40.8 mg, 0.0500 mmol) and 2.0 M of Potassium acetate in water (1.00 mL) in Acetonitrile (12 mL, 230 mmol) was degassed. The reaction was microwaved on 200 watts, 140° C. for 30 minutes. The reacti... Reactants: C1CCOC1, C[Mg+], [I-], CC(=O)COc1cc(C)c(-c2cccc(COc3ccc(CO)cc3)c2)c(C)c1. Yields the product Cc1cc(OCC(C)(C)O)cc(C)c1-c1cccc(COc2ccc(CO)cc2)c1. Reaction SMILES: [CH2:33]1[O:34][CH2:35][CH2:36][CH2:37]1.[CH3:2][Mg+:3].[I-:1].[OH:4][CH2:5][c:6]1[cH:7][cH:8][c:9]([O:10][CH2:11][c:12]2[cH:13][c:14](-[c:18]3[c:19]([CH3:30])[cH:20][c:21]([O:25][CH2:26][C:27](=[O:28])[CH3:29])[cH:22][c:23]3[CH3:24])[cH:15][cH:16][cH:17]2)[cH:31][cH:32]1>>[CH3:2][C:27]([CH2:26][O:25][c:21]1[cH:20][c:19]([CH3:30])[c:18](-[c:14]2[cH:13][c:12]([CH2:11][O:10][c:9]3[cH:8][cH:7][c:6]([CH2:5][OH:4])[cH:32][cH:31]3)[cH:17][cH:16][cH:15]2)[c:23]([CH3:24])[cH:22]1)([OH:28])[CH3:29]. Starting materials: BrC(C(=O)OCC)C(C)=O (ethyl 2-bromo-3-oxobutanoate), CC1=NNC(=C1)N (3-methyl-1H-pyrazol-5-amine), C(C)(=O)O (acetic acid), resultant solution. Run in C(C)OCC (diethyl ether). Run at time 16 hour. The product is BrC=1C(=NC=2N(C1O)N=C(C2)C)C (6-Bromo-2,5-dimethylpyrazolo[1,5-a]pyrimidin-7-ol). Isolated yield 78.1%. RXN SMILES: [CH3:1][C:2]1[CH:6]=[C:5]([NH2:7])[NH:4][N:3]=1.C(O)(=O)C.[Br:12][CH:13]([C:19](=O)[CH3:20])[C:14](OCC)=[O:15]>C(OCC)C>[Br:12][C:13]1[C:19]([CH3:20])=[N:7][C:5]2[N:4]([N:3]=[C:2]([CH3:1])[CH:6]=2)[C:14]=1[OH:15]. Procedure: A mixture of 3-methyl-1H-pyrazol-5-amine (0.186 g, 1.92 mmol) and acetic acid (3.71 mL, 65.2 mmol) was slightly heated until complete dissolution and the resultant solution was cooled to RT and mixed with ethyl 2-bromo-3-oxobutanoate (1.20 g, 5.74 mmol). The resultant reaction mixture was stirred at RT for 16 h, after which time the reaction mixture was diluted with diethyl ether, cooled to 0° C. and stirred at that temperature for 30 min. The white solid precipitate was separated by filtration ... The reactants are O1C(COC2=CC=C3C(C=C(OC3=C2)C2=CC=CC=C2)=O)C1 (7-(2,3-epoxypropoxy)flavone), O1C(=CC(=O)C2=CC=CC=C12)C1=CC=CC=C1 (flavone), 7-[3-(alkylamino)-2-hydroxypropoxy]flavones, flavones. RXN SMILES: O1C2C(=CC=CC=2)C(=O)C=C1C1C=CC=CC=1.O1CC1C[O:21][C:22]1[CH:31]=[C:30]2[C:25]([C:26](=[O:38])[CH:27]=[C:28]([C:32]3[CH:37]=[CH:36][CH:35]=[CH:34][CH:33]=3)[O:29]2)=[CH:24][CH:23]=1>>[OH:21][C:22]1[CH:31]=[C:30]2[C:25]([C:26](=[O:38])[CH:27]=[C:28]([C:32]3[CH:37]=[CH:36][CH:35]=[CH:34][CH:33]=3)[O:29]2)=[CH:24][CH:23]=1. Procedure: 7-2,3-Epoxypropoxy)flavone is useful as an intermediate for the preparation of 7-[3-(alkylamino)-2-hydroxypropoxy]flavones, which aminated flavones are disclosed in U.S. Pat. No. 4,495,198 to be particularly useful as antihypertensives. This patent shows the preparation of 7-(2,3-epoxypropoxy)flavone in low yields by reaction of 7-hydroxyflavone and an epihalohydrin in the presence of either sodium hydroxide and ethanol (59% yield) or potassium carbonate and acetone (68% yield after refluxing fo... The product is OC1=CC=C2C(C=C(OC2=C1)C1=CC=CC=C1)=O (7-hydroxyflavone). Reactants: COCC(CC)(OC)C=1C=NC=C(C1)O (2-(5-hydroxypyrid-3-yl)-2-methoxybut-1-yl methyl ether), BrCC1=CC2=CC=CC=C2C=C1 (2-bromomethylnaphthalene). Product: COCC(CC)(C=1C=NC=C(C1)OCC1=CC2=CC=CC=C2C=C1)OC (2-methoxy-2-[5-(naphth-2-ylmethoxy)pyrid-3-yl]but-1-yl methyl ether). Yield: 37.2%. Reaction SMILES: [CH3:1][O:2][CH2:3][C:4]([C:9]1[CH:10]=[N:11][CH:12]=[C:13]([OH:15])[CH:14]=1)([O:7][CH3:8])[CH2:5][CH3:6].Br[CH2:17][C:18]1[CH:27]=[CH:26][C:25]2[C:20](=[CH:21][CH:22]=[CH:23][CH:24]=2)[CH:19]=1>>[CH3:1][O:2][CH2:3][C:4]([O:7][CH3:8])([C:9]1[CH:10]=[N:11][CH:12]=[C:13]([O:15][CH2:17][C:18]2[CH:27]=[CH:26][C:25]3[C:20](=[CH:21][CH:22]=[CH:23][CH:24]=3)[CH:19]=2)[CH:14]=1)[CH2:5][CH3:6]. Reported procedure: Using the procedure described in Example 12, 2-(5-hydroxypyrid-3-yl)-2-methoxybut-1-yl methyl ether (0.21 g) was reacted with 2-bromomethylnaphthalene (0.25 g) to give 2-methoxy-2-[5-(naphth-2-ylmethoxy)pyrid-3-yl]but-1-yl methyl ether (0.13 g, 37%), as an oil.